Dataset: the Open Reaction Database (ORD), a public repository of structured organic reaction records. Task: describe an organic reaction: reactants, conditions, products, and yield The reactants are [Al+3], C1CCOC1, COC(=O)c1ccc(-c2cc(OC)ccc2F)c(CN2C(C)CCCC2C)c1, [H-], [H-], [H-], [H-], [Li+]. Product: COc1ccc(F)c(-c2ccc(CO)cc2CN2C(C)CCCC2C)c1. As a reaction SMILES: [Al+3:2].[CH2:35]1[O:36][CH2:37][CH2:38][CH2:39]1.[CH3:7][CH:8]1[N:9]([CH2:15][c:16]2[c:17](-[c:26]3[c:27]([F:34])[cH:28][cH:29][c:30]([O:32][CH3:33])[cH:31]3)[cH:18][cH:19][c:20]([C:22](=[O:23])[O:24][CH3:25])[cH:21]2)[CH:10]([CH3:14])[CH2:11][CH2:12][CH2:13]1.[H-:1].[H-:4].[H-:5].[H-:6].[Li+:3]>>[CH3:7][CH:8]1[N:9]([CH2:15][c:16]2[c:17](-[c:26]3[c:27]([F:34])[cH:28][cH:29][c:30]([O:32][CH3:33])[cH:31]3)[cH:18][cH:19][c:20]([CH2:22][OH:23])[cH:21]2)[CH:10]([CH3:14])[CH2:11][CH2:12][CH2:13]1. Starting materials: NC=1SC=C(N1)/C(/C(=O)NC1[C@@H]2N(C(=C(CS2)CNC=2N(N=C(C(N2)=O)OC(C2=CC=CC=C2)C2=CC=CC=C2)C)C(=O)O)C1=O)=N/OC (7-[2-(2-aminothiazol-4-yl)-2-((Z)-methoxyimino)acetamido]-3-[(2,5-dihydro-6-diphenylmethoxy-2-methyl-5-oxo-1,2,4-triazin-3-yl)aminomethyl]ceph-3-em-4-carboxylic acid), C1(=CC=CC=C1)OC.C(=O)(C(F)(F)F)O (anisole TFA). Conditions: time 20 minute. Product: NC=1SC=C(N1)/C(/C(=O)NC1[C@@H]2N(C(=C(CS2)CNC=2NN=C(C(N2)=O)CO)C(=O)O)C1=O)=N/OC (7-[2-(2-aminothiazol-4-yl)-2-((Z)-methoxyimino)acetamido]-3-[(2,5-dihydro-6-hydroxymethyl-5-oxo-1,2,4-triazin-3-yl)aminomethyl]ceph-3-em-4-carboxylic acid). The yield is 25.0%. Reaction SMILES: [NH2:1][C:2]1[S:3][CH:4]=[C:5](/[C:7](=[N:47]/[O:48][CH3:49])/[C:8]([NH:10][CH:11]2[C:45](=[O:46])[N:13]3[C:14]([C:42]([OH:44])=[O:43])=[C:15]([CH2:18][NH:19][C:20]4[N:21](C)[N:22]=[C:23](OC(C5C=CC=CC=5)C5C=CC=CC=5)[C:24](=[O:26])[N:25]=4)[CH2:16][S:17][C@H:12]23)=[O:9])[N:6]=1.[C:50]1([O:56]C)C=CC=CC=1.C(O)(C(F)(F)F)=O>>[NH2:1][C:2]1[S:3][CH:4]=[C:5](/[C:7](=[N:47]/[O:48][CH3:49])/[C:8]([NH:10][CH:11]2[C:45](=[O:46])[N:13]3[C:14]([C:42]([OH:44])=[O:43])=[C:15]([CH2:18][NH:19][C:20]4[NH:21][N:22]=[C:23]([CH2:50][OH:56])[C:24](=[O:26])[N:25]=4)[CH2:16][S:17][C@H:12]23)=[O:9])[N:6]=1 |f:1.2|. Procedure details: A solution of 7-[2-(2-aminothiazol-4-yl)-2-((Z)-methoxyimino)acetamido]-3-[(2,5-dihydro-6-diphenylmethoxy-2-methyl-5-oxo-1,2,4-triazin-3-yl)aminomethyl]ceph-3-em-4-carboxylic acid (400 mg.) in anisole/TFA (1:1 v/v; 10 ml.) was allowed to stand at ambient temperature for 20 minutes. The solvent was evaporated and the residue was dissolved in an aqueous ammonium carbonate buffer, pH6, and purified by HPLC using ammonium carbonate buffer/MeOH 92:8 v/v as eluant to give 7-[2-(2-aminothiazol-4-yl)-2-...